This data is from the Open Reaction Database (ORD), a public repository of structured organic reaction records. The task is: describe an organic reaction: reactants, conditions, products, and yield Starting materials: OC1=C(C=C(C=C1)C(C)(C)C1=CC(=C(C=C1)O)Cl)Cl (2,2-bis-(4-hydroxy-3-chlorphenyl)-propane), CC(C)=C (isobutylene). The solvent is petroleum ether, C1(=CC=CC=C1)C (toluene). Conditions: temperature 230 celsius, time 6 hour. Product: OC=1C=C2C(CC(C2=CC1Cl)(C)C)(C)C (5-hydroxy-6-chlor-1,1,3,3-tetramethyl indane). Yield: 16.7%. As a reaction SMILES: OC1[CH:7]=[CH:6][C:5]([C:8]([C:11]2[CH:16]=[CH:15][C:14]([OH:17])=[C:13]([Cl:18])[CH:12]=2)([CH3:10])[CH3:9])=CC=1Cl.[CH3:20]C(=C)C>C1(C)C=CC=CC=1>[OH:17][C:14]1[CH:15]=[C:16]2[C:11](=[CH:12][C:13]=1[Cl:18])[C:8]([CH3:9])([CH3:10])[CH2:5][C:6]2([CH3:7])[CH3:20]. Reported procedure: 99 g (0.33 mol) of 2,2-bis-(4-hydroxy-3-chlorphenyl)-propane, 20 g of an acid-activated fuller's earth and 60 g (1.07 mol) of isobutylene are introduced into an autoclave. After stirring for 6 hours at 230° C., 200 ml of toluene are added, the catalyst is filtered off and the solvent evaporated. The residue (127.1 g) is distilled in vacuo in a packed column. 12.2 g (0.055 mol) of 5-hydroxy-6-chlor-1,1,3,3-tetramethyl indane (VII) melting at 51° C. are obtained from the fraction boiling at 75°-83...